Dataset: the Open Reaction Database (ORD), a public repository of structured organic reaction records. Task: describe an organic reaction: reactants, conditions, products, and yield Starting materials: COC=1C=C(C=C(C1OC)OC)C1(SC=C(N1)C)C(=O)OCC (Ethyl 2-(3,4,5-trimethoxyphenyl)-4-methylthiazolecarboxylate), solution, [OH-].[Na+] (sodium hydroxide), C(C)O (ethanol), Cl (hydrochloric acid). The product is COC=1C=C(C=C(C1OC)OC)C=1SC(=C(N1)C)C(=O)O (2-(3,4,5-trimethoxyphenyl)-4-methylthiazole-5-carboxylic acid). Yield: 90.0%. Reaction SMILES: [CH3:1][O:2][C:3]1[CH:4]=[C:5]([C:13]2(C(OCC)=O)[NH:17][C:16]([CH3:18])=[CH:15][S:14]2)[CH:6]=[C:7]([O:11][CH3:12])[C:8]=1[O:9][CH3:10].[OH-:24].[Na+].Cl.[CH2:27]([OH:29])C>>[CH3:12][O:11][C:7]1[CH:6]=[C:5]([C:13]2[S:14][C:15]([C:27]([OH:29])=[O:24])=[C:16]([CH3:18])[N:17]=2)[CH:4]=[C:3]([O:2][CH3:1])[C:8]=1[O:9][CH3:10] |f:1.2|. Reported procedure: Ethyl 2-(3,4,5-trimethoxyphenyl)-4-methylthiazolecarboxylate (10.1 g corresponding to its 0.03mol), 150 ml of ethanol and 50 ml of an aqueous 10% solution of sodium hydroxide were heated for 1.5 hours under a reflux condenser. After condensing the reaction mixture to 40 ml and neutralizing the condensate with 6 N hydrochloric acid, the precipitate which separated was washed with water and recrystallized from an aqueous 50% ethanolic solution to obtain the product amounting to 8.3 g, consisting o... The reactants are FC=1C=CC(=C(C(=O)OC)C1)C1=CC=NN1 (methyl 5-fluoro-2-(1H-pyrazol-5-yl)benzoate), [Li+].[OH-] (LiOH). Solvent: CCO (EtOH). Run at time 2 hour. Yields the product FC=1C=CC(=C(C(=O)O)C1)C1=CC=NN1 (5-fluoro-2-(1H-pyrazol-5-yl)benzoic acid). Yield: 43.9%. Reaction SMILES: [F:1][C:2]1[CH:3]=[CH:4][C:5]([C:12]2[NH:16][N:15]=[CH:14][CH:13]=2)=[C:6]([CH:11]=1)[C:7]([O:9]C)=[O:8].[Li+].[OH-]>CCO>[F:1][C:2]1[CH:3]=[CH:4][C:5]([C:12]2[NH:16][N:15]=[CH:14][CH:13]=2)=[C:6]([CH:11]=1)[C:7]([OH:9])=[O:8] |f:1.2|. Procedure: A solution of methyl 5-fluoro-2-(1H-pyrazol-5-yl)benzoate (415 mg, 1.9 mmol) in EtOH (10 ml) was treated with 4.0 eq of LiOH and stirred and monitored for two hours until the reaction was complete. The reaction mixture was then made to pH=5, and then the solution concentrated under reduced pressure, during which time a ppt formed. The solution was concentrated to minimum volume and cooled in ice, filtered and washed with ice water to give 5-fluoro-2-(1H-pyrazol-5-yl)benzoic acid (172 mg, 44%). 1...